This data is from the Open Reaction Database (ORD), a public repository of structured organic reaction records. The task is: describe an organic reaction: reactants, conditions, products, and yield Starting materials: [Cl-].[Na+] (sodium chloride), C1(CCCCC1)O (cyclohexanol), CN(C)C=O (DMF), ClC1=C(C=C2C=CN=CC2=C1)F (7-Chloro-6-fluoro-isoquinoline), [H-].[Na+] (sodium hydride). Solvent: C(C)(=O)OCC (Ethyl acetate). Conditions: time 20 minute. The product is ClC1=C(C=C2C=CN=CC2=C1)OC1CCC(CC1)(C1=CC=CC=C1)CN (C-[4-(7-Chloro-isoquinolin-6-yloxy)-1-phenyl-cyclohexyl]-methylamine). Reaction SMILES: [CH:1]1([OH:7])[CH2:6][CH2:5][CH2:4][CH2:3][CH2:2]1.[H-].[Na+].[Cl:10][C:11]1[CH:20]=[C:19]2[C:14]([CH:15]=[CH:16][N:17]=[CH:18]2)=[CH:13][C:12]=1F.[Cl-].[Na+].C[N:25]([CH:27]=O)C>C(OCC)(=O)C>[Cl:10][C:11]1[CH:20]=[C:19]2[C:14]([CH:15]=[CH:16][N:17]=[CH:18]2)=[CH:13][C:12]=1[O:7][CH:1]1[CH2:6][CH2:5][C:4]([CH2:27][NH2:25])([C:1]2[CH:6]=[CH:5][CH:4]=[CH:3][CH:2]=2)[CH2:3][CH2:2]1 |f:1.2,4.5|. Reported procedure: 123.3 mg of 4-aminomethyl-4-phenyl)-cyclohexanol were dissolved in 4 mL of dry DMF and 60 mg of sodium hydride were added. The mixture was allowed to stir for 20 minutes, then 91 mg of 7-Chloro-6-fluoro-isoquinoline (4) were added. Stirring at room temperature was continued until conversion was complete. Ethyl acetate and saturated sodium chloride solution were added. The phases were separated and the aqueous phase was extracted with ethyl acetate. The combined organic phases were dried over sod... Reactants: OC1=C(C=C(CC2=C(N=C3N2C=CC(=C3)C)C)C=C1)[N+](=O)[O-] (3-(4-hydroxy-3-nitrobenzyl)-2,7-dimethylimidazo[1,2-a]pyridine), [H][H] (hydrogen). Reagents/catalysts: [Pd] (palladium on carbon). Run in C(C)O (ethanol), O1CCCC1 (tetrahydrofuran). Product: NC=1C=C(CC2=C(N=C3N2C=CC(=C3)C)C)C=CC1O (3-(3-amino-4-hydroxybenzyl)-2,7-dimethylimidazo[1,2-a]pyridine). Yield: 70.8%. RXN SMILES: [OH:1][C:2]1[CH:19]=[CH:18][C:5]([CH2:6][C:7]2[N:11]3[CH:12]=[CH:13][C:14]([CH3:16])=[CH:15][C:10]3=[N:9][C:8]=2[CH3:17])=[CH:4][C:3]=1[N+:20]([O-])=O.[H][H]>C(O)C.O1CCCC1.[Pd]>[NH2:20][C:3]1[CH:4]=[C:5]([CH:18]=[CH:19][C:2]=1[OH:1])[CH2:6][C:7]1[N:11]2[CH:12]=[CH:13][C:14]([CH3:16])=[CH:15][C:10]2=[N:9][C:8]=1[CH3:17]. Reported procedure: A mixture of 3-(4-hydroxy-3-nitrobenzyl)-2,7-dimethylimidazo[1,2-a]pyridine (2.2 g) in ethanol (100 ml) and tetrahydrofuran (50 ml) was hydrogenated over 10% palladium on carbon (0.7 g) under atmospheric pressure of hydrogen gas for 5 hours at ambient temperature. The catalyst was removed by filtration and filtrate was concentrated in vacuo and the precipitate was collected by filtration to give 3-(3-amino-4-hydroxybenzyl)-2,7-dimethylimidazo[1,2-a]pyridine (1.4 g). Product: C1(=CCCCC1)C1=C(C=CC(=C1)C(C)C)N (2-Cyclohex-1-enyl-4-isopropyl-phenylamine). Run in O1CCOCC1 (1,4-dioxane). Reactants: BrC1=C(C=CC(=C1)C(C)C)N (2-bromo-4-isopropyl-phenylamine), C1(=CCCCC1)B(O)O (cyclohexane-1-enyl boronic acid), CCOC(=O)C (EtOAc), C(=O)([O-])[O-].[Na+].[Na+] (Na2CO3). The yield is 95.2%. Procedure: To a mixture of 2-bromo-4-isopropyl-phenylamine (214 mg, 1.00 mmol), cyclohexane-1-enyl boronic acid (139 mg, 1.10 mmol) and Pd(PPh3)4 (116 mg, 0.100 mmol) in 5 mL of 1,4-dioxane was added 2.0 M aqueous Na2CO3 solution (4.0 mL, 8.0 mmol). The resulting mixture was stirred at 80° C. for 8 h under Ar, and then cooled to RT. The reaction was treated with EtOAc (20 mL) and washed with H2O (2×10 mL) and brine (10 mL). The organic layer was dried over Na2SO4 and concentrated in vacuo. The residue was ... Reagents/catalysts: C=1C=CC(=CC1)[P](C=2C=CC=CC2)(C=3C=CC=CC3)[Pd]([P](C=4C=CC=CC4)(C=5C=CC=CC5)C=6C=CC=CC6)([P](C=7C=CC=CC7)(C=8C=CC=CC8)C=9C=CC=CC9)[P](C=1C=CC=CC1)(C=1C=CC=CC1)C=1C=CC=CC1 (Pd(PPh3)4). Run at temperature 80 celsius, time 8 hour. Reaction SMILES: Br[C:2]1[CH:7]=[C:6]([CH:8]([CH3:10])[CH3:9])[CH:5]=[CH:4][C:3]=1[NH2:11].[C:12]1(B(O)O)[CH2:17][CH2:16][CH2:15][CH2:14][CH:13]=1.C([O-])([O-])=O.[Na+].[Na+].CCOC(C)=O>O1CCOCC1.C1C=CC([P]([Pd]([P](C2C=CC=CC=2)(C2C=CC=CC=2)C2C=CC=CC=2)([P](C2C=CC=CC=2)(C2C=CC=CC=2)C2C=CC=CC=2)[P](C2C=CC=CC=2)(C2C=CC=CC=2)C2C=CC=CC=2)(C2C=CC=CC=2)C2C=CC=CC=2)=CC=1>[C:12]1([C:2]2[CH:7]=[C:6]([CH:8]([CH3:10])[CH3:9])[CH:5]=[CH:4][C:3]=2[NH2:11])[CH2:17][CH2:16][CH2:15][CH2:14][CH:13]=1 |f:2.3.4,^1:42,44,63,82|. Reactants: O=[N+]([O-])c1cccc(S(=O)(=O)O)c1, Nc1ccccc1, OCC(O)CO, O=S(=O)(O)O, O=C(O)c1ccc2ccccc2n1. Product: c1ccc2ncccc2c1. Reaction SMILES: [N+:21]([c:22]1[cH:23][c:24]([S:25]([OH:26])(=[O:27])=[O:28])[cH:29][cH:30][cH:31]1)([O-:32])=[O:33].[NH2:14][c:15]1[cH:16][cH:17][cH:18][cH:19][cH:20]1.[OH:39][CH2:40][CH:41]([CH2:42][OH:43])[OH:44].[S:34](=[O:35])(=[O:36])([OH:37])[OH:38].[n:1]1[c:2]([C:11]([OH:12])=[O:13])[cH:3][cH:4][c:5]2[cH:6][cH:7][cH:8][cH:9][c:10]12>>[n:1]1[cH:2][cH:3][cH:4][c:5]2[cH:6][cH:7][cH:8][cH:9][c:10]12. RXN SMILES: [CH3:37][CH:38]([CH2:39][AlH:40][CH2:41][CH:42]([CH3:43])[CH3:44])[CH3:45].[Cl:46][CH2:47][Cl:48].[O:1]=[C:2]1[CH:3]([CH2:18][C:19](=[O:20])[N:21]2[CH:22]([c:27]3[cH:28][cH:29][c:30]([C:31](=[O:32])[O:33][CH3:34])[cH:35][cH:36]3)[CH2:23][CH2:24][CH2:25][CH2:26]2)[N:4]([S:8](=[O:9])(=[O:10])[c:11]2[cH:12][cH:13][c:14]([CH3:15])[cH:16][cH:17]2)[CH:5]=[CH:6][NH:7]1>>[O:1]=[C:2]1[CH:3]([CH2:18][C:19](=[O:20])[N:21]2[CH:22]([c:27]3[cH:28][cH:29][c:30]([CH2:31][OH:32])[cH:35][cH:36]3)[CH2:23][CH2:24][CH2:25][CH2:26]2)[N:4]([S:8](=[O:9])(=[O:10])[c:11]2[cH:12][cH:13][c:14]([CH3:15])[cH:16][cH:17]2)[CH:5]=[CH:6][NH:7]1. The product is Cc1ccc(S(=O)(=O)N2C=CNC(=O)C2CC(=O)N2CCCCC2c2ccc(CO)cc2)cc1. Starting materials: CC(C)C[AlH]CC(C)C, ClCCl, COC(=O)c1ccc(C2CCCCN2C(=O)CC2C(=O)NC=CN2S(=O)(=O)c2ccc(C)cc2)cc1. Starting materials: BrCCOCCBr, [H-], N#CCc1ccc(OCCCN2CCCC2)cc1, [Na+], CN(C)C=O, O. Product: N#CC1(c2ccc(OCCCN3CCCC3)cc2)CCOCC1. As a reaction SMILES: [Br:21][CH2:22][CH2:23][O:24][CH2:25][CH2:26][Br:27].[H-:2].[N:3]1([CH2:8][CH2:9][CH2:10][O:11][c:12]2[cH:13][cH:14][c:15]([CH2:18][C:19]#[N:20])[cH:16][cH:17]2)[CH2:4][CH2:5][CH2:6][CH2:7]1.[Na+:1].[O:29]=[CH:30][N:31]([CH3:32])[CH3:33].[OH2:28]>>[N:3]1([CH2:8][CH2:9][CH2:10][O:11][c:12]2[cH:13][cH:14][c:15]([C:18]3([C:19]#[N:20])[CH2:22][CH2:23][O:24][CH2:25][CH2:26]3)[cH:16][cH:17]2)[CH2:4][CH2:5][CH2:6][CH2:7]1. Starting materials: Cl (HCl), ICCCCCCCCCCCCCCCC(=O)O (16-Iodohexadecanoic Acid), NC(=S)N (thiourea), [OH-].[Na+] (Sodium hydroxide). Solvent: C(C)O (ethanol). Yields the product SCCCCCCCCCCCCCCCC(=O)O (16-Mercaptohexadecanoic Acid). The yield is 70.0%. Reaction SMILES: I[CH2:2][CH2:3][CH2:4][CH2:5][CH2:6][CH2:7][CH2:8][CH2:9][CH2:10][CH2:11][CH2:12][CH2:13][CH2:14][CH2:15][CH2:16][C:17]([OH:19])=[O:18].NC(N)=[S:22].[OH-].[Na+].Cl>C(O)C>[SH:22][CH2:2][CH2:3][CH2:4][CH2:5][CH2:6][CH2:7][CH2:8][CH2:9][CH2:10][CH2:11][CH2:12][CH2:13][CH2:14][CH2:15][CH2:16][C:17]([OH:19])=[O:18] |f:2.3|. Reported procedure: A mixture of 16-iodohexadecanoic acid (6) (4.0 g, 10.4 mmol) and thiourea (0.88 g, 1.1 equiv.) in ethanol (100 mL) was refluxed overnight under N2 atmosphere. The solution was cooled to room temperature. Sodium hydroxide (1.0 g in 10 mL of water) wad added and the mixture was further heated for 2 hr. After cooling to room temperature 1N HCl was added and the product was extracted using CH2Cl2. The organic extract was dried and evaporated to give a white solid Yield: 2.1 g (69%)